This data is from the Open Reaction Database (ORD), a public repository of structured organic reaction records. The task is: describe an organic reaction: reactants, conditions, products, and yield Starting materials: crude product, C (charcoal), BrC=1C2=C(C(NC1)=O)C1=C(S2)C=CC=C1 (4-bromo[1]benzothieno[3,2-c]pyridin-1(2H)-one), C(#N)[Cu] (CuCN), Cl (HCl). Run in C(C)C(=O)C (methyl ethyl ketone), CN1CCCC1=O (NMP). Conditions: time 1 hour. Yields the product O=C1NC=C(C2=C1C1=C(S2)C=CC=C1)C#N (1-Oxo-1,2-dihydro[1]benzothieno[3,2-c]pyridine-4-carbonitrile). Reaction SMILES: Br[C:2]1[C:3]2[S:11][C:10]3[CH:12]=[CH:13][CH:14]=[CH:15][C:9]=3[C:4]=2[C:5](=[O:8])[NH:6][CH:7]=1.[C:16]([Cu])#[N:17].Cl.C>CN1C(=O)CCC1.C(C(C)=O)C>[O:8]=[C:5]1[C:4]2[C:9]3[CH:15]=[CH:14][CH:13]=[CH:12][C:10]=3[S:11][C:3]=2[C:2]([C:16]#[N:17])=[CH:7][NH:6]1. Procedure: A suspension of 4-bromo[1]benzothieno[3,2-c]pyridin-1(2H)-one and CuCN (1.5 equiv) in NMP (0.41 M) was heated to reflux for 1.5 h. The mixture was cooled to room temperature and added to a stirring 2 N HCl solution. The mixture was stirred at room temperature for 1 h, filtered, washed with H2O and dried to give a dark grey solid. The crude product was heated to reflux with activated charcoal in methyl ethyl ketone (MEK) for 0.5 h and filtered through a short pad of silica gel, eluted with more M... Reactants: CS(=O)(=O)Oc1cccc(-c2nc(=O)c3ccccc3s2)n1, CCOC(C)=O, [H-], [Na+], CN(C)C=O, O, Sc1ccccn1. Yields the product O=c1nc(-c2cccc(CSc3ccccn3)n2)sc2ccccc12. Reaction SMILES: [CH3:10][S:11]([O:12][c:15]1[n:16][c:17](-[c:21]2[s:22][c:23]3[c:24]([c:25](=[O:27])[n:26]2)[cH:28][cH:29][cH:30][cH:31]3)[cH:18][cH:19][cH:20]1)(=[O:13])=[O:14].[CH3:32][CH2:33][O:34][C:35](=[O:36])[CH3:37].[H-:8].[Na+:9].[O:38]=[CH:39][N:40]([CH3:41])[CH3:42].[OH2:43].[SH:1][c:2]1[n:3][cH:4][cH:5][cH:6][cH:7]1>>[S:1]([c:2]1[n:3][cH:4][cH:5][cH:6][cH:7]1)[CH2:32][c:15]1[n:16][c:17](-[c:21]2[s:22][c:23]3[c:24]([c:25](=[O:27])[n:26]2)[cH:28][cH:29][cH:30][cH:31]3)[cH:18][cH:19][cH:20]1. Reactants: Cl (hydrochloric acid), ice, FC1=CC=C(C=C1)OC (p-fluoroanisole), C1(\C=C/C(=O)O1)=O (maleic anhydride), [Cl-].[Al+3].[Cl-].[Cl-] (aluminum chloride). Solvent: ClCCCl (1,2-dichloroethane). Run at temperature 50 celsius. The product is FC=1C=CC(=C(C1)C(/C=C/C(=O)O)=O)O ((E)-4-(5-Fluoro-2-hydroxyphenyl)-4-oxo-2-butenoic acid). Reaction SMILES: [C:1]1(=[O:7])[O:6][C:4](=[O:5])[CH:3]=[CH:2]1.[Cl-].[Al+3].[Cl-].[Cl-].[F:12][C:13]1[CH:18]=[CH:17][C:16]([O:19]C)=[CH:15][CH:14]=1.Cl>ClCCCl>[F:12][C:13]1[CH:14]=[CH:15][C:16]([OH:19])=[C:17]([C:4](=[O:5])/[CH:3]=[CH:2]/[C:1]([OH:6])=[O:7])[CH:18]=1 |f:1.2.3.4|. Procedure: Into 100 ml of 1,2-dichloroethane, maleic anhydride (11.3 g, 114 mmol) and anhydrous aluminum chloride (31.0 g, 228 mmol) were dissolved by heating at 50° C. for 15 minutes, and then p-fluoroanisole (12.6 g, 100 mmol) was added dropwise. The mixture was refluxed for an hour and then poured into 60 ml of concentrated hydrochloric acid with 400 g of cracked ice. Resulting crystals deposited out therein were obtained through a filtration, washed with water and dried in vacuo to give 16.0 g (80.0%) ... Starting materials: C(C)OC(C(C)(OC1=C(C=C(C=C1)OC(CCC)C=1C(=NC(=CC1)C1=CC(=CC=C1)C(F)(F)F)C)C)C)=O ([rac]-2-methyl-2-(2-methyl-4-{1-[2-methyl-6-(3-trifluoromethyl-phenyl)-pyridin-3-yl]-butoxy}-phenoxy)-propionic acid ethyl ester), ClC(CCC)C=1C(=NC(=CC1)C1=CC(=CC=C1)C(F)(F)F)C ([rac]-3-(1-chloro-butyl)-2-methyl-6-(3-trifluoromethyl-phenyl)-pyridine), ClCC=1C(=NC(=CC1)C1=CC(=CC=C1)C(F)(F)F)C (3-chloromethyl-2-methyl-6-(3-trifluoromethyl-phenyl)-pyridine). The product is CC(C(=O)O)(C)OC1=C(C=C(C=C1)OC(CCC)C=1C(=NC(=CC1)C1=CC(=CC=C1)C(F)(F)F)C)C ([rac]-2-Methyl-2-(2-methyl-4-{1-[2-methyl-6-(3-trifluoromethyl-phenyl)-pyridin-3-yl]-butoxy}-phenoxy)-propionic acid). Reaction SMILES: C([O:3][C:4](=[O:38])[C:5]([CH3:37])([O:7][C:8]1[CH:13]=[CH:12][C:11]([O:14][CH:15]([C:19]2[C:20]([CH3:35])=[N:21][C:22]([C:25]3[CH:30]=[CH:29][CH:28]=[C:27]([C:31]([F:34])([F:33])[F:32])[CH:26]=3)=[CH:23][CH:24]=2)[CH2:16][CH2:17][CH3:18])=[CH:10][C:9]=1[CH3:36])[CH3:6])C.ClC(C1C(C)=NC(C2C=CC=C(C(F)(F)F)C=2)=CC=1)CCC.ClCC1C(C)=NC(C2C=CC=C(C(F)(F)F)C=2)=CC=1>>[CH3:6][C:5]([O:7][C:8]1[CH:13]=[CH:12][C:11]([O:14][CH:15]([C:19]2[C:20]([CH3:35])=[N:21][C:22]([C:25]3[CH:30]=[CH:29][CH:28]=[C:27]([C:31]([F:33])([F:32])[F:34])[CH:26]=3)=[CH:23][CH:24]=2)[CH2:16][CH2:17][CH3:18])=[CH:10][C:9]=1[CH3:36])([CH3:37])[C:4]([OH:38])=[O:3]. Procedure: A] The title compound was prepared in analogy to example 8, via [rac]-2-methyl-2-(2-methyl-4-{1-[2-methyl-6-(3-trifluoromethyl-phenyl)-pyridin-3-yl]-butoxy}-phenoxy)-propionic acid ethyl ester, but using instep A] [rac]-3-(1-chloro-butyl)-2-methyl-6-(3-trifluoromethyl-phenyl)-pyridine (example 4B]) instead of 3-chloromethyl-2-methyl-6-(3-trifluoromethyl-phenyl)-pyridine, as white foam. Starting materials: C(O)(O)=O.NC(=N)N (guanidine carbonate), ClC1=NC=C(C2=CC=C(C=C12)C1=CC(=CC=C1)C#N)Cl (1,4-dichloro-7-(3-cyanophenyl)isoquinoline). Solvent: CN1CCCC1=O (NMP). Reaction conditions: temperature 130 celsius, time 1 hour. Yields the product ClC1=CN=C(C2=CC(=CC=C12)C1=CC(=CC=C1)C#N)NC(=N)N ((4-chloro-7-(3-cyanophenyl)isoquinolin-1-yl)guanidine). The yield is 84848.5%. Reaction SMILES: C(=O)(O)O.[NH2:5][C:6]([NH2:8])=[NH:7].Cl[C:10]1[C:19]2[C:14](=[CH:15][CH:16]=[C:17]([C:20]3[CH:25]=[CH:24][CH:23]=[C:22]([C:26]#[N:27])[CH:21]=3)[CH:18]=2)[C:13]([Cl:28])=[CH:12][N:11]=1>CN1C(=O)CCC1>[Cl:28][C:13]1[C:14]2[C:19](=[CH:18][C:17]([C:20]3[CH:25]=[CH:24][CH:23]=[C:22]([C:26]#[N:27])[CH:21]=3)=[CH:16][CH:15]=2)[C:10]([NH:7][C:6]([NH2:8])=[NH:5])=[N:11][CH:12]=1 |f:0.1|. Reported procedure: A stirred suspension of guanidine carbonate (720 g, 4.0 mol) in NMP (5 L) was heated to 130° C. under N2 for 1 hour. The suspension was cooled to room temperature and 1,4-dichloro-7-(3-cyanophenyl)isoquinoline (1.0 kg, 3.3 mmol) was added as a solid. The mixture was heated at 130° C. for 4 hours, cooled to room temperature, filtered through a pad of clarcel. Water (6.7 L) was added to the filtrate. The resultant slurry was cooled to 5° C., stirred for 1 hour and the solid collected by filtration... Starting materials: COS(=O)(=O)OC, Cc1n[nH]c(=O)n1-c1ccc([N+](=O)[O-])cc1, CS(C)=O, [H-], [Na+]. Product: Cc1nn(C)c(=O)n1-c1ccc([N+](=O)[O-])cc1. RXN SMILES: [CH3:19][O:20][S:21]([O:22][CH3:23])(=[O:24])=[O:25].[CH3:1][c:2]1[n:3](-[c:8]2[cH:9][cH:10][c:11]([N+:14](=[O:15])[O-:16])[cH:12][cH:13]2)[c:4](=[O:7])[nH:5][n:6]1.[CH3:26][S:27](=[O:28])[CH3:29].[H-:17].[Na+:18]>>[CH3:1][c:2]1[n:3](-[c:8]2[cH:9][cH:10][c:11]([N+:14](=[O:15])[O-:16])[cH:12][cH:13]2)[c:4](=[O:7])[n:5]([CH3:19])[n:6]1.